Dataset: the Open Reaction Database (ORD), a public repository of structured organic reaction records. Task: describe an organic reaction: reactants, conditions, products, and yield Reactants: CCOC(C)=O, CCO, [H][H], O=C(c1ccc([N+](=O)[O-])cc1)N1CCc2ccccc2-c2ccccc21. The product is Nc1ccc(C(=O)N2CCc3ccccc3-c3ccccc32)cc1. Reaction SMILES: [C:29]([O:30][CH2:31][CH3:32])(=[O:33])[CH3:34].[CH2:35]([OH:36])[CH3:37].[H:27][H:28].[N+:1]([O-:2])(=[O:3])[c:4]1[cH:5][cH:6][c:7]([C:8](=[O:9])[N:10]2[c:11]3[c:12]([cH:21][cH:22][cH:23][cH:24]3)-[c:13]3[c:14]([cH:17][cH:18][cH:19][cH:20]3)[CH2:15][CH2:16]2)[cH:25][cH:26]1>>[NH2:1][c:4]1[cH:5][cH:6][c:7]([C:8](=[O:9])[N:10]2[c:11]3[c:12]([cH:21][cH:22][cH:23][cH:24]3)-[c:13]3[c:14]([cH:17][cH:18][cH:19][cH:20]3)[CH2:15][CH2:16]2)[cH:25][cH:26]1. Procedure details: 1.7 g (10 mmol) of 1,2,3,4-tetrahydro-9H-pyrido[3,4-b]indole, 3,9 g (10 mmol) of [1-(3-methylbenzoyl)-4-piperidyl]methyl 4-methylbenzenesulphonate, 2.9 g (20 mmol) of potassium carbonate and 25 ml of dimethylformamide are introduced under an argon atmosphere into a 100-ml round-bottomed flask. The mixture is stirred at 100° C. for 5 h and hydrolysed, and the aqueous phase extracted with ethyl acetate. The organic phase is washed with water and then with saturated aqueous sodium chloride solution... Yields the product CC=1C=C(C(=O)N2CCC(CC2)CN2CC=3NC4=CC=CC=C4C3CC2)C=CC1 (2-{[(3-Methylbenzoyl)-4-piperidyl]methyl}-1,2,3,4-tetrahydro-9H-pyrido[3,4-b]indole). As a reaction SMILES: [CH2:1]1[C:6]2[NH:7][C:8]3[C:13]([C:5]=2[CH2:4][CH2:3][NH:2]1)=[CH:12][CH:11]=[CH:10][CH:9]=3.CC1C=CC(S(O[CH2:25][CH:26]2[CH2:31][CH2:30][N:29]([C:32](=[O:40])[C:33]3[CH:38]=[CH:37][CH:36]=[C:35]([CH3:39])[CH:34]=3)[CH2:28][CH2:27]2)(=O)=O)=CC=1.C(=O)([O-])[O-].[K+].[K+]>CN(C)C=O>[CH3:39][C:35]1[CH:34]=[C:33]([CH:38]=[CH:37][CH:36]=1)[C:32]([N:29]1[CH2:28][CH2:27][CH:26]([CH2:25][N:2]2[CH2:3][CH2:4][C:5]3[C:13]4[C:8](=[CH:9][CH:10]=[CH:11][CH:12]=4)[NH:7][C:6]=3[CH2:1]2)[CH2:31][CH2:30]1)=[O:40] |f:2.3.4|. Conditions: temperature 100 celsius, time 5 hour. Isolated yield 31.0%. Reactants: C1NCCC2=C1NC1=CC=CC=C21 (1,2,3,4-tetrahydro-9H-pyrido[3,4-b]indole), CC1=CC=C(C=C1)S(=O)(=O)OCC1CCN(CC1)C(C1=CC(=CC=C1)C)=O ([1-(3-methylbenzoyl)-4-piperidyl]methyl 4-methylbenzenesulphonate), C([O-])([O-])=O.[K+].[K+] (potassium carbonate). Solvent: CN(C=O)C (dimethylformamide). The reactants are C(CCCCCCCCCCCCC)Br (tetradecyl bromide), C(COCCO)O (diethylene glycol). Product: C(CCCCCCCCCCCCC)OCCOCCO (2-[2-(Tetradecyloxy)ethoxy]ethanol). RXN SMILES: [CH2:1](Br)[CH2:2][CH2:3][CH2:4][CH2:5][CH2:6][CH2:7][CH2:8][CH2:9][CH2:10][CH2:11][CH2:12][CH2:13][CH3:14].[CH2:16]([OH:22])[CH2:17][O:18][CH2:19][CH2:20][OH:21]>>[CH2:1]([O:22][CH2:16][CH2:17][O:18][CH2:19][CH2:20][OH:21])[CH2:2][CH2:3][CH2:4][CH2:5][CH2:6][CH2:7][CH2:8][CH2:9][CH2:10][CH2:11][CH2:12][CH2:13][CH3:14]. Reported procedure: Using 13.9 g of tetradecyl bromide and 15.9 g of diethylene glycol and proceeding as in Example 17, there is obtained the title compound. Yield 6.1 g. Reactants: CCOC(=O)C(=O)Cl, CN(C)C=O, COC(=O)c1cn2c(n1)COc1ccc(N)cc1-2. Product: CCOC(=O)C(=O)Nc1ccc2c(c1)-n1cc(C(=O)OC)nc1CO2. As a reaction SMILES: [C:19]([C:20](=[O:21])[O:22][CH2:23][CH3:24])(=[O:25])[Cl:26].[CH3:27][N:28]([CH3:29])[CH:30]=[O:31].[NH2:1][c:2]1[cH:3][cH:4][c:5]2[c:6]([cH:18]1)-[n:7]1[c:8]([n:11][c:12]([C:14](=[O:15])[O:16][CH3:17])[cH:13]1)[CH2:9][O:10]2>>[NH:1]([c:2]1[cH:3][cH:4][c:5]2[c:6]([cH:18]1)-[n:7]1[c:8]([n:11][c:12]([C:14](=[O:15])[O:16][CH3:17])[cH:13]1)[CH2:9][O:10]2)[C:19]([C:20](=[O:21])[O:22][CH2:23][CH3:24])=[O:25]. Starting materials: Triacetoxysodiumborohydride, product, CN (methylamine), C(C)(=O)O (acetic acid), C1CCOC1 (THF). Run at time 1.5 hour. Yields the product C(C1=CC=CC=C1)N1CC(C(CC1)C)NC ((1-Benzyl-4-methyl-piperidin-3-yl)-methyl-amine). The yield is 87.8%. Reaction SMILES: [CH3:1][NH2:2].[C:3](O)(=O)[CH3:4].[CH2:7]1[CH2:11]O[CH2:9][CH2:8]1>>[CH2:9]([N:2]1[CH2:4][CH2:3][CH:3]([CH3:4])[CH:9]([NH:2][CH3:1])[CH2:1]1)[C:8]1[CH:11]=[CH:7][CH:8]=[CH:11][CH:7]=1. Procedure: To a stirred solution of the product from Method E (3.81 grams/0.019 mol) and 38 mL of 2.0 M methylamine in THF was added 2.2 mL of acetic acid and the resulting mixture stirred at room temperature for 1.5 hours. Triacetoxysodiumborohydride (NaB(OAc)3H) (7.94 grams/0.038 mol) was added as a solid and the new mixture stirred at room temperature for 18 hours. The reaction was quenched with 2 N hydrochloric acid and the pH adjusted to 1. The reaction mixture was washed two times with ether, the aqu... Starting materials: C(C)(=O)N1C2=C(N(CCC1)C)N=CC=C2 (1-acetyl-5-methyl-2,3,4,5-tetrahydro-1H-pyrido[2,3-b][1,4]diazepine), [OH-].[Na+] (sodium hydroxide). Solvent: Cl (hydrochloric acid). The product is CN1C2=C(NCCC1)C=CC=N2 (5-methyl-2,3,4,5-tetrahydro-1H-pyrido[2,3-b][1,4]diazepine). Isolated yield 96.2%. Reaction SMILES: C([N:4]1[CH2:10][CH2:9][CH2:8][N:7]([CH3:11])[C:6]2[N:12]=[CH:13][CH:14]=[CH:15][C:5]1=2)(=O)C.[OH-].[Na+]>Cl>[CH3:11][N:7]1[CH2:8][CH2:9][CH2:10][NH:4][C:5]2[CH:15]=[CH:14][CH:13]=[N:12][C:6]1=2 |f:1.2|. Procedure details: A solution of 1-acetyl-5-methyl-2,3,4,5-tetrahydro-1H-pyrido[2,3-b][1,4]diazepine (1.7 g) in 6N hydrochloric acid (60 ml) was heated at 100° C. for 6 hours. After cooling, the mixture was basified with aqueous sodium hydroxide and extracted with ethyl acetate. The extracted organic layer was washed with brine and dried over sodium sulfate and concentrated in vacuo. The residue was washed with hexane to give 5-methyl-2,3,4,5-tetrahydro-1H-pyrido[2,3-b][1,4]diazepine (1.3 g). Starting materials: C(C)(C)(C)OC(C(CCCC(=O)OC(C)(C)C)NC(C1=C(C=CC=C1)SSC1=C(C=CC=C1)C(NC(CCCC(=O)OC(C)(C)C)C(=O)OC(C)(C)C)=O)=O)=O (2-{2-[2-(1,4-Bis-tert-butoxycarbonyl-butylcarbamoyl)-phenyldisulfanyl]-benzoylamino}-hexanedioic acid di-tert-butyl ester), FC(C(=O)O)(F)F (trifluoroacetic acid), C1(=CC=CC=C1)OC (anisole). Run in ClCCl (dichloromethane). The product is C1=CC=C(C(=C1)C(=O)N[C@@H](CCCC(=O)O)C(=O)O)SSC2=CC=CC=C2C(=O)N[C@@H](CCCC(=O)O)C(=O)O ([S-(R*,R*)] 2-{2-[2-(1,4-Dicarboxy-butylcarbamoyl)-phenyldisulfanyl]-benzoylamino}-hexanedioic acid). Isolated yield 72.3%. As a reaction SMILES: C([O:5][C:6](=[O:56])[CH:7]([NH:18][C:19](=[O:55])[C:20]1[CH:25]=[CH:24][CH:23]=[CH:22][C:21]=1[S:26][S:27][C:28]1[CH:33]=[CH:32][CH:31]=[CH:30][C:29]=1[C:34](=[O:54])[NH:35][CH:36]([C:47]([O:49]C(C)(C)C)=[O:48])[CH2:37][CH2:38][CH2:39][C:40]([O:42]C(C)(C)C)=[O:41])[CH2:8][CH2:9][CH2:10][C:11]([O:13]C(C)(C)C)=[O:12])(C)(C)C.FC(F)(F)C(O)=O.C1(OC)C=CC=CC=1>ClCCl>[CH:31]1[CH:30]=[C:29]([C:34]([NH:35][C@H:36]([C:47]([OH:49])=[O:48])[CH2:37][CH2:38][CH2:39][C:40]([OH:42])=[O:41])=[O:54])[C:28]([S:27][S:26][C:21]2[C:20]([C:19]([NH:18][C@H:7]([C:6]([OH:56])=[O:5])[CH2:8][CH2:9][CH2:10][C:11]([OH:13])=[O:12])=[O:55])=[CH:25][CH:24]=[CH:23][CH:22]=2)=[CH:33][CH:32]=1. Reported procedure: This compound was prepared according to the procedure described in Example 50 using [S-(R*,R*)]-2-{2-[2-(1,4-bis-tert-butoxycarbonyl-butylcarbamoyl)-phenyldisulfanyl]-benzoylamino}-hexanedioic acid di-tert-butyl ester (1.1 g, 1.4 mmol) from Example 37, 10 mL dichloromethane, 10 mL trifluoroacetic acid, and 1 mL anisole. The crude product was recrystallized from methanol/dimethylformamide/water to afford 0.6 g of the title compound, mp 259-260° C.